Dataset: the Open Reaction Database (ORD), a public repository of structured organic reaction records. Task: describe an organic reaction: reactants, conditions, products, and yield Reactants: C(C)(=O)OC(C)=O (Acetic anhydride), BrC1=C(C=C(C=C1)NCC#N)C ((4-bromo-3-methyl-phenylamino)-acetonitrile). Reaction conditions: temperature 115 celsius, time 1 hour. The product is BrC1=C(C=C(C=C1)N(C(C)=O)CC#N)C (N-(4-bromo-3-methyl-phenyl)-N-cyanomethyl-acetamide). The yield is 99.0%. As a reaction SMILES: C(O[C:5](=[O:7])[CH3:6])(=O)C.[Br:8][C:9]1[CH:14]=[CH:13][C:12]([NH:15][CH2:16][C:17]#[N:18])=[CH:11][C:10]=1[CH3:19]>>[Br:8][C:9]1[CH:14]=[CH:13][C:12]([N:15]([CH2:16][C:17]#[N:18])[C:5](=[O:7])[CH3:6])=[CH:11][C:10]=1[CH3:19]. Procedure: Acetic anhydride (4.99 ml) was added to (4-bromo-3-methyl-phenylamino)-acetonitrile (594 mg, 2.64 mmol), and the mixture was heated with stirring at 115° C. for one hour. The reaction solution was cooled and then concentrated under reduced pressure. The resulting residue was purified by silica gel column chromatography (hexane-ethyl acetate) to give N-(4-bromo-3-methyl-phenyl)-N-cyanomethyl-acetamide (697 mg, 99%).